describe an organic reaction: reactants, conditions, products, and yield From a dataset of the Open Reaction Database (ORD), a public repository of structured organic reaction records. Starting materials: N#Cc1cnc(Nc2cc(N3CCCC(NC(=O)C(F)(F)F)C3)ncn2)s1, O=C([O-])[O-], COOOC, CO, [K+], [K+]. The product is N#Cc1cnc(Nc2cc(N3CCCC(N)C3)ncn2)s1. As a reaction SMILES: [C:1](#[N:2])[c:3]1[cH:4][n:5][c:6]([NH:8][c:9]2[cH:10][c:11]([N:15]3[CH2:16][CH:17]([NH:21][C:22](=[O:23])[C:24]([F:25])([F:26])[F:27])[CH2:18][CH2:19][CH2:20]3)[n:12][cH:13][n:14]2)[s:7]1.[C:28](=[O:29])([O-:30])[O-:31].[CH3:34][O:35][O:36][O:37][CH3:38].[CH3:39][OH:40].[K+:32].[K+:33]>>[C:1](#[N:2])[c:3]1[cH:4][n:5][c:6]([NH:8][c:9]2[cH:10][c:11]([N:15]3[CH2:16][CH:17]([NH2:21])[CH2:18][CH2:19][CH2:20]3)[n:12][cH:13][n:14]2)[s:7]1. Starting materials: O (Water), C1(=CC=CC2=CC=CC=C12)CCC(=O)OCC (ethyl 3-(1-naphthyl)propionate), C(=O)OCC (ethyl formate), [H-].[Na+] (sodium hydride). Solvent: COCCOC (1,2-dimethoxyethane). Yields the product C(=O)C(C(=O)OCC)CC1=CC=CC2=CC=CC=C12 (ethyl 2-formyl-3-(1-naphthyl)-propionate). The yield is 79.4%. Reaction SMILES: [C:1]1([CH2:11][CH2:12][C:13]([O:15][CH2:16][CH3:17])=[O:14])[C:10]2[C:5](=[CH:6][CH:7]=[CH:8][CH:9]=2)[CH:4]=[CH:3][CH:2]=1.[CH:18](OCC)=[O:19].[H-].[Na+].O>COCCOC>[CH:18]([CH:12]([CH2:11][C:1]1[C:10]2[C:5](=[CH:6][CH:7]=[CH:8][CH:9]=2)[CH:4]=[CH:3][CH:2]=1)[C:13]([O:15][CH2:16][CH3:17])=[O:14])=[O:19] |f:2.3|. Procedure: A mixture of ethyl 3-(1-naphthyl)propionate (18.01 g) and ethyl formate (8.88 g) was added to a suspension of sodium hydride (57% dispersion in oil, 4.43 g) in 1,2-dimethoxyethane stirred at 5°, and the mixture was stirred at 5° for one hour and allowed to warm to room temperature. Water (300 ml) was added and the mixture was extracted with chloroform and the residual aqueous phase adjusted to pH 4 with hydrochloric acid: the mixture was extracted with ether and the extracts evaporated to give e... Reported procedure: A stirred mixture of the product from step (i) (8 g) and butylamine (7.40 ml) in dioxane (100 ml) was heated at 90° C. for 72 h. More butylamine (7.40 ml) was added and the reaction mixture stirred for a further 70 hrs. The solvent was evaporated and the crude product was purified by chromatography (5% MeOHiDCM) to afford the subtitle compound as a tan solid, 4.5 g. Yields the product NC1=NC(=C(C(=N1)NCCCC)CC1=C(C=C(C(=O)OC)C=C1)OC)C (Methyl 4-((2-amino-4-(butylamino)-6-methylpyrimidin-5-yl)methyl)-3-methoxybenzoate). Starting materials: NC1=NC(=C(C(=N1)Cl)CC1=C(C=C(C(=O)OC)C=C1)OC)C (Methyl 4-((2-amino-4-chloro-6-methylpyrimidin-5-yl)methyl)-3-methoxybenzoate), C(CCC)N (butylamine), C(CCC)N (butylamine). As a reaction SMILES: [NH2:1][C:2]1[N:7]=[C:6](Cl)[C:5]([CH2:9][C:10]2[CH:19]=[CH:18][C:13]([C:14]([O:16][CH3:17])=[O:15])=[CH:12][C:11]=2[O:20][CH3:21])=[C:4]([CH3:22])[N:3]=1.[CH2:23]([NH2:27])[CH2:24][CH2:25][CH3:26]>O1CCOCC1>[NH2:1][C:2]1[N:7]=[C:6]([NH:27][CH2:23][CH2:24][CH2:25][CH3:26])[C:5]([CH2:9][C:10]2[CH:19]=[CH:18][C:13]([C:14]([O:16][CH3:17])=[O:15])=[CH:12][C:11]=2[O:20][CH3:21])=[C:4]([CH3:22])[N:3]=1. Solvent: O1CCOCC1 (dioxane). Conditions: temperature 90 celsius, time 70 hour. The reactants are NC1=NC(=CC=C1NC(=O)C1CN(CCC1)C(=O)OC(C)(C)C)N1C[C@@H](CCC1)C(=O)N1CCCC1 (tert-butyl 3-((2-amino-6-((R)-3-(pyrrolidine-1-carbonyl)piperidin-1-yl)pyridin-3-yl)carbamoyl)piperidine-1-carboxylate), C[O-].[Na+] (sodium methoxide). Run in CO.C(C)(CC)O (methanol sec-butanol), CO (methanol). Reaction conditions: temperature 90 celsius, time 16 hour. Product: N1(CCCC1)C(=O)C1CN(CCC1)C1=CC=C2C(=N1)NC(=N2)[C@H]2CN(CCC2)C(=O)OC(C)(C)C ((R)-tert-butyl 3-(5-(3-(pyrrolidine-1-carbonyl)piperidin-1-yl)-3H-imidazo[4,5-b]pyridine-2-yl)piperidine-1-carboxylate). RXN SMILES: [NH2:1][C:2]1[C:7]([NH:8][C:9]([CH:11]2[CH2:16][CH2:15][CH2:14][N:13]([C:17]([O:19][C:20]([CH3:23])([CH3:22])[CH3:21])=[O:18])[CH2:12]2)=O)=[CH:6][CH:5]=[C:4]([N:24]2[CH2:29][CH2:28][CH2:27][C@@H:26]([C:30]([N:32]3[CH2:36][CH2:35][CH2:34][CH2:33]3)=[O:31])[CH2:25]2)[N:3]=1.C[O-].[Na+]>CO.C(O)(CC)C.CO>[N:32]1([C:30]([CH:26]2[CH2:27][CH2:28][CH2:29][N:24]([C:4]3[N:3]=[C:2]4[NH:1][C:9]([C@@H:11]5[CH2:16][CH2:15][CH2:14][N:13]([C:17]([O:19][C:20]([CH3:23])([CH3:22])[CH3:21])=[O:18])[CH2:12]5)=[N:8][C:7]4=[CH:6][CH:5]=3)[CH2:25]2)=[O:31])[CH2:36][CH2:35][CH2:34][CH2:33]1 |f:1.2,3.4|. Procedure details: To a solution of tert-butyl 3-((2-amino-6-((R)-3-(pyrrolidine-1-carbonyl)piperidin-1-yl)pyridin-3-yl)carbamoyl)piperidine-1-carboxylate in methanol/sec-butanol (1:2, 15 mL) was added a solution of 25% sodium methoxide in methanol (9.0 mL). The reaction mixture was stirred at 90° C. for 16 h. The solvent was removed under reduced pressure and a solution of methanol/dichloromethane (1:9, 50 mL) and a saturated aqueous solution of sodium bicarbonate (50 mL) were added to the residue, and the layers... Starting materials: CCOC(=O)c1cc2c(C=Cc3ccccc3)nn(C(C)OCC)c2s1, CCO, [K+], C1CCOC1, [OH-], O. Yields the product CCOC(C)n1nc(C=Cc2ccccc2)c2cc(C(=O)O)sc21. Reaction SMILES: [CH2:7]([CH3:8])[O:9][CH:10]([CH3:11])[n:12]1[n:13][c:14]([CH:25]=[CH:26][c:27]2[cH:28][cH:29][cH:30][cH:31][cH:32]2)[c:15]2[c:16]1[s:17][c:18]([C:20](=[O:21])[O:22][CH2:23][CH3:24])[cH:19]2.[CH3:1][CH2:2][OH:3].[K+:6].[O:33]1[CH2:34][CH2:35][CH2:36][CH2:37]1.[OH-:5].[OH2:4]>>[CH2:7]([CH3:8])[O:9][CH:10]([CH3:11])[n:12]1[n:13][c:14]([CH:25]=[CH:26][c:27]2[cH:28][cH:29][cH:30][cH:31][cH:32]2)[c:15]2[c:16]1[s:17][c:18]([C:20](=[O:21])[OH:22])[cH:19]2. Procedure: A solution of [2-(4-benzyloxy-benzenesulfonylamino)-1-methyl-2-(4-methyl-2,6,7-trioxa-bicyclo[2.2.2]oct-1-yl)-ethyl]-carbamic acid benzyl ester (compound of formula LII, 1.2 g, 2.0 mmol) in 2 ml of dimethylformamide was treated with cesium carbonate (1.12 g, 3.4 mmol) and methyl bromoacetate (0.2 ml, 0.32 g, 2.1 mmol). After stirring for about 2 hours, the mixture was diluted with ethyl acetate, washed 5 times with water, and the organic phase was dried over sodium sulfate, filtered and concentr... As a reaction SMILES: [CH2:1]([O:8][C:9](=[O:41])[NH:10][CH:11]([CH3:40])[CH:12]([NH:22][S:23]([C:26]1[CH:31]=[CH:30][C:29]([O:32][CH2:33][C:34]2[CH:39]=[CH:38][CH:37]=[CH:36][CH:35]=2)=[CH:28][CH:27]=1)(=[O:25])=[O:24])[C:13]12[O:20][CH2:19][C:16]([CH3:21])([CH2:17][O:18]1)[CH2:15][O:14]2)[C:2]1[CH:7]=[CH:6][CH:5]=[CH:4][CH:3]=1.C(=O)([O-])[O-].[Cs+].[Cs+].Br[CH2:49][C:50]([O:52][CH3:53])=[O:51]>CN(C)C=O.C(OCC)(=O)C>[CH3:53][O:52][C:50](=[O:51])[CH2:49][N:22]([S:23]([C:26]1[CH:27]=[CH:28][C:29]([O:32][CH2:33][C:34]2[CH:39]=[CH:38][CH:37]=[CH:36][CH:35]=2)=[CH:30][CH:31]=1)(=[O:25])=[O:24])[CH:12]([C:13]12[O:20][CH2:19][C:16]([CH3:21])([CH2:17][O:18]1)[CH2:15][O:14]2)[CH:11]([NH:10][C:9]([O:8][CH2:1][C:2]1[CH:7]=[CH:6][CH:5]=[CH:4][CH:3]=1)=[O:41])[CH3:40] |f:1.2.3|. Run in CN(C=O)C (dimethylformamide), C(C)(=O)OCC (ethyl acetate). The yield is 99.3%. Run at time 2 hour. Product: COC(CN(C(C(C)NC(=O)OCC1=CC=CC=C1)C12OCC(CO1)(CO2)C)S(=O)(=O)C2=CC=C(C=C2)OCC2=CC=CC=C2)=O ({(4-benzyloxy-benzenesulfonyl)-[2-benzyloxycarbonylamino-1-(4-methyl-2,6,7-trioxa-bicyclo[2.2.2]oct-1-yl)-propyl]-amino}-acetic acid methyl ester). Reactants: C(C1=CC=CC=C1)OC(NC(C(C12OCC(CO1)(CO2)C)NS(=O)(=O)C2=CC=C(C=C2)OCC2=CC=CC=C2)C)=O ([2-(4-benzyloxy-benzenesulfonylamino)-1-methyl-2-(4-methyl-2,6,7-trioxa-bicyclo[2.2.2]oct-1-yl)-ethyl]-carbamic acid benzyl ester), C([O-])([O-])=O.[Cs+].[Cs+] (cesium carbonate), BrCC(=O)OC (methyl bromoacetate).